From a dataset of the Open Reaction Database (ORD), a public repository of structured organic reaction records. describe an organic reaction: reactants, conditions, products, and yield Reaction SMILES: [C:1]([CH:5]1[CH2:10][CH2:9][CH:8]([O:11][C:12]2[CH:13]=[C:14]3[C:19](=[CH:20][CH:21]=2)[CH:18]=[C:17]([CH2:22][N:23]2[CH2:28][CH2:27][C:26]([CH2:32]C)(C(O)=O)[CH2:25][CH2:24]2)[CH:16]=[CH:15]3)[CH2:7][CH2:6]1)([CH3:4])([CH3:3])[CH3:2].N1CCC(C[C:41]([OH:43])=[O:42])CC1.C(C1CCC(OC2C=C3C(=CC=2)C=C(C=O)C=C3)CC1)(C)(C)C.C(O[BH-](OC(=O)C)OC(=O)C)(=O)C.[Na+]>>[C:1]([CH:5]1[CH2:10][CH2:9][CH:8]([O:11][C:12]2[CH:13]=[C:14]3[C:19](=[CH:20][CH:21]=2)[CH:18]=[C:17]([CH2:22][N:23]2[CH2:24][CH2:25][CH:26]([CH2:32][C:41]([OH:43])=[O:42])[CH2:27][CH2:28]2)[CH:16]=[CH:15]3)[CH2:7][CH2:6]1)([CH3:3])([CH3:4])[CH3:2] |f:3.4|. Reported procedure: The compound was prepared in a manner similar as to that described for 1-[6-(4-tert-Butyl-cyclohexyloxy)-naphthalen-2-ylmethyl]-4-ethyl-piperidine-4-carboxylic acid using Piperidin-4-yl-acetic acid (0.0554 g, 0.387 mmol), 6-(4-tert-Butyl-cyclohexyloxy)-naphthalene-2-carbaldehyde (0.100 g, 0.322 mmol) and Sodium triacetoxyborohydride (0.212 g, 0.9 mol) to give 85 mg {1-[6-(4-tert-Butyl-cyclohexyloxy)-naphthalen-2-ylmethyl]-piperidin-4-yl}-acetic acid (60%). ESI-LCMS (438 M+H). 1H NMR (DMSO-d6, 40... The reactants are C(C)(C)(C)C1CCC(CC1)OC=1C=C2C=CC(=CC2=CC1)CN1CCC(CC1)(C(=O)O)CC (1-[6-(4-tert-Butyl-cyclohexyloxy)-naphthalen-2-ylmethyl]-4-ethyl-piperidine-4-carboxylic acid), C(C)(=O)O[BH-](OC(C)=O)OC(C)=O.[Na+] (Sodium triacetoxyborohydride), N1CCC(CC1)CC(=O)O (Piperidin-4-yl-acetic acid), C(C)(C)(C)C1CCC(CC1)OC=1C=C2C=CC(=CC2=CC1)C=O (6-(4-tert-Butyl-cyclohexyloxy)-naphthalene-2-carbaldehyde). Product: C(C)(C)(C)C1CCC(CC1)OC=1C=C2C=CC(=CC2=CC1)CN1CCC(CC1)CC(=O)O ({1-[6-(4-tert-Butyl-cyclohexyloxy)-naphthalen-2-ylmethyl]-piperidin-4-yl}-acetic acid). Isolated yield 60.0%. The reactants are O (water), [OH-].[Na+] (sodium hydroxide), ClC(=O)OCC (ethyl chloroformate), CC(CC)OC1=CC=C(C=C1)SCCN (2-[4-(1-methylpropoxy)phenylthio]ethylamine), ClC(=O)OCC (ethyl chloroformate). Run in CCOCC (ether), CCOCC (ether). Run at time 15 minute. The product is CC(CC)OC1=CC=C(C=C1)SCCNC(OCC)=O (ethyl N-{2-[4-(1-methylpropoxy)phenylthio]ethyl}carbamate), compound 76. RXN SMILES: [CH3:1][CH:2]([O:5][C:6]1[CH:11]=[CH:10][C:9]([S:12][CH2:13][CH2:14][NH2:15])=[CH:8][CH:7]=1)[CH2:3][CH3:4].Cl[C:17]([O:19][CH2:20][CH3:21])=[O:18].[OH-].[Na+].O>CCOCC>[CH3:1][CH:2]([O:5][C:6]1[CH:7]=[CH:8][C:9]([S:12][CH2:13][CH2:14][NH:15][C:17](=[O:18])[O:19][CH2:20][CH3:21])=[CH:10][CH:11]=1)[CH2:3][CH3:4] |f:2.3|. Reported procedure: To a solution of 2-[4-(1-methylpropoxy)phenylthio]ethylamine (2.21 g, 8.65 mmol) in 25 ml of ether, at 0° and under N2, is added ethyl chloroformate (0.52 g, 4.76 mmol) by syringe, followed by addition of 10% aqueous sodium hydroxide (3.5 ml) and additional ethyl chloroformate (0.51 g, 4.76 mmol). After 15 min., the reaction is worked up by addition of water and extraction with ether. The combined organic phases are washed with 1N sulfuric acid, with water and with brine, dried and filtered, the... Reactants: BrB(Br)Br, COc1ccc(F)c2c1SCC2, Oc1cccc2scnc12. The product is Oc1ccc(F)c2c1SCC2. RXN SMILES: [B:1]([Br:2])([Br:3])[Br:4].[F:5][c:6]1[cH:7][cH:8][c:9]([O:15][CH3:16])[c:10]2[c:14]1[CH2:13][CH2:12][S:11]2.[OH:17][c:18]1[c:19]2[n:20][cH:21][s:22][c:23]2[cH:24][cH:25][cH:26]1>>[F:5][c:6]1[cH:7][cH:8][c:9]([OH:15])[c:10]2[c:14]1[CH2:13][CH2:12][S:11]2. Starting materials: C(CCCC)Br (n-pentyl bromide), [Mg] (magnesium), Cl[SiH]1CCC(CC1)C1=CC(=C(C=C1)C1=CC=C(C=C1)OC(F)(F)F)F (4'-(4-chloro-4-silacyclohexyl)-2'-fluoro-4-trifluoromethoxybiphenyl). Solvent: C1CCOC1 (THF), C1CCOC1 (THF). The product is C(CCCC)[Si@@H]1CC[C@H](CC1)C1=CC(=C(C=C1)C1=CC=C(C=C1)OC(F)(F)F)F (4'-(trans-4-n-pentyl-4-silacyclohexyl)-2'-fluoro-4-trifluoromethoxybiphenyl). The yield is 80.0%. Reaction SMILES: [CH2:1](Br)[CH2:2][CH2:3][CH2:4][CH3:5].[Mg].Cl[SiH:9]1[CH2:14][CH2:13][CH:12]([C:15]2[CH:20]=[CH:19][C:18]([C:21]3[CH:26]=[CH:25][C:24]([O:27][C:28]([F:31])([F:30])[F:29])=[CH:23][CH:22]=3)=[C:17]([F:32])[CH:16]=2)[CH2:11][CH2:10]1>C1COCC1>[CH2:1]([Si@H:9]1[CH2:14][CH2:13][C@H:12]([C:15]2[CH:20]=[CH:19][C:18]([C:21]3[CH:22]=[CH:23][C:24]([O:27][C:28]([F:29])([F:30])[F:31])=[CH:25][CH:26]=3)=[C:17]([F:32])[CH:16]=2)[CH2:11][CH2:10]1)[CH2:2][CH2:3][CH2:4][CH3:5]. Reported procedure: 3.0 g (20 mmol) of n-pentyl bromide was dripped into a mixture of 0.5 g of magnesium (21 mmol) and 50 ml of THF to obtain a Grignard's reagent. This solution was then dripped into a 50 ml THF solution of 7.8 g (21 mmol) of 4'-(4-chloro-4-silacyclohexyl)-2'-fluoro-4-trifluoromethoxybiphenyl to obtain 4'-(trans-4-n-pentyl-4-silacyclohexyl)-2'-fluoro-4-trifluoromethoxybiphenyl. The silacyclohexane rings of this product were a mixture of trans and cis isomers. They were separated by means of chromat...